From a dataset of the Open Reaction Database (ORD), a public repository of structured organic reaction records. describe an organic reaction: reactants, conditions, products, and yield Starting materials: C(C)(=S)CCCCCCCCCCC(=O)OC (Methyl 11-thioacetylundecanoate), Cl (hydrogen chloride), C(O)([O-])=O.[Na+] (sodium hydrogen carbonate), C(C)(=O)OCC.C(C)(C)CC(C)(C)C (ethyl acetate isooctane). Solvent: CO (methanol), CO (methanol), ClCCl (dichloromethane). Conditions: time 48 hour. Product: SCCCCCCCCCCC(=O)OC (Methyl 11-mercaptoundecanoate). The yield is 68.0%. As a reaction SMILES: [C:1]([CH2:4][CH2:5][CH2:6][CH2:7][CH2:8][CH2:9][CH2:10][CH2:11]CCC(OC)=O)(=[S:3])C.Cl.[C:19]([O:22][CH2:23]C)(=[O:21])[CH3:20].C(CC(C)(C)C)(C)C.C(=O)([O-])O.[Na+]>CO.ClCCl>[SH:3][CH2:1][CH2:4][CH2:5][CH2:6][CH2:7][CH2:8][CH2:9][CH2:10][CH2:11][CH2:20][C:19]([O:22][CH3:23])=[O:21] |f:2.3,4.5|. Procedure details: Compound 104 (15.6 g, 56.9 mmol) in methanol (50 ml) was added to a solution of hydrogen chloride in methanol (HCl was bubbled into 600 ml of MeOH for 10 min). The reaction was monitored by TLC (SiO2, ethyl acetate:isooctane 1:5). After 48 h, an excess of sodium hydrogen carbonate was added and the mixture was diluted with dichloromethane (150 ml), filtered and concentrated. Distillation gave pure 105 (9.0 g, 68%) with b.p. 93°-94° (7×10-2 torr). 1H-NMR (CDCl3, Me4Si) δ 3.68 (s, 3H, MeO), 2.53 (... The reactants are CC(C)(C)N, CCO, Nc1nc(Cl)cc(Cl)n1. Yields the product CC(C)(C)Nc1cc(Cl)nc(N)n1. RXN SMILES: [CH3:10][C:11]([CH3:12])([CH3:13])[NH2:14].[CH3:15][CH2:16][OH:17].[NH2:1][c:2]1[n:3][c:4]([Cl:9])[cH:5][c:6]([Cl:8])[n:7]1>>[NH2:1][c:2]1[n:3][c:4]([NH:14][C:11]([CH3:10])([CH3:12])[CH3:13])[cH:5][c:6]([Cl:8])[n:7]1. The reactants are CCOC(=O)C1CCC(c2cc3cccnc3c(-c3cccc(C#N)c3)n2)CC1, [Li+], [OH-], O. Yields the product N#Cc1cccc(-c2nc(C3CCC(C(=O)O)CC3)cc3cccnc23)c1. RXN SMILES: [CH2:3]([CH3:4])[O:5][C:6](=[O:7])[CH:8]1[CH2:9][CH2:10][CH:11]([c:14]2[cH:15][c:16]3[cH:17][cH:18][cH:19][n:20][c:21]3[c:22](-[c:24]3[cH:25][c:26]([C:30]#[N:31])[cH:27][cH:28][cH:29]3)[n:23]2)[CH2:12][CH2:13]1.[Li+:1].[OH-:2].[OH2:32]>>[O:5]=[C:6]([OH:7])[CH:8]1[CH2:9][CH2:10][CH:11]([c:14]2[cH:15][c:16]3[cH:17][cH:18][cH:19][n:20][c:21]3[c:22](-[c:24]3[cH:25][c:26]([C:30]#[N:31])[cH:27][cH:28][cH:29]3)[n:23]2)[CH2:12][CH2:13]1. Reported procedure: iv)—A solution of the aldehyde (12.3 g) mentioned above in dry pyridine (150 ml) was cooled to 4° C. Benzoyl chloride (8 ml) was added in 5 min. and the reaction mixture was stirred for 1.5 h at room temperature. Then it was poured into water (2 l) and the resulting mixture was stirred overnight. The product was extracted into dichloromethane and the combined organic phases were concentrated under reduced pressure to give (3β,5α,20R)-3-(benzoyloxy)-4,4,20-trimethylpregna-8,14-diene-21-carboxalde... Conditions: temperature 4 celsius, time 1.5 hour. Yields the product C(C1=CC=CC=C1)(=O)O[C@@H]1C([C@@H]2CCC=3C4=CC[C@H]([C@@H](CC=O)C)[C@]4(CCC3[C@]2(CC1)C)C)(C)C ((3β,5α,20R)-3-(benzoyloxy)-4,4,20-trimethylpregna-8,14-diene-21-carboxaldehyde). Reactants: O[C@@H]1C([C@@H]2CCC=3C4=CC[C@H]([C@@H](CC=O)C)[C@]4(CCC3[C@]2(CC1)C)C)(C)C ((3β,5α,20R)-3-hydroxy-4,4,20-trimethylpregna-8,14-diene-21-carboxaldehyde), N1=CC=CC=C1 (pyridine), C(C1=CC=CC=C1)(=O)Cl (Benzoyl chloride). As a reaction SMILES: [OH:1][C@H:2]1[CH2:23][CH2:22][C@@:21]2([CH3:24])[C@@H:4]([CH2:5][CH2:6][C:7]3[C:8]4[C@:17]([CH3:25])([CH2:18][CH2:19][C:20]=32)[C@@H:11]([C@H:12]([CH3:16])[CH2:13][CH:14]=[O:15])[CH2:10][CH:9]=4)[C:3]1([CH3:27])[CH3:26].N1C=CC=CC=1.[C:34](Cl)(=[O:41])[C:35]1[CH:40]=[CH:39][CH:38]=[CH:37][CH:36]=1>O>[C:34]([O:1][C@H:2]1[CH2:23][CH2:22][C@@:21]2([CH3:24])[C@@H:4]([CH2:5][CH2:6][C:7]3[C:8]4[C@:17]([CH3:25])([CH2:18][CH2:19][C:20]=32)[C@@H:11]([C@H:12]([CH3:16])[CH2:13][CH:14]=[O:15])[CH2:10][CH:9]=4)[C:3]1([CH3:26])[CH3:27])(=[O:41])[C:35]1[CH:40]=[CH:39][CH:38]=[CH:37][CH:36]=1. The solvent is O (water). Reaction SMILES: [Cl:1][C:2]1[C:10]2[O:9][CH:8]=[CH:7][C:6]=2[C:5]([CH2:11][CH2:12][CH2:13][N:14]2C(=O)C3[C:16](=CC=CC=3)[C:15]2=[O:24])=[CH:4][CH:3]=1>CN>[Cl:1][C:2]1[C:10]2[O:9][CH:8]=[CH:7][C:6]=2[C:5]([CH2:11][CH2:12][CH2:13][NH:14][C:15](=[O:24])[CH3:16])=[CH:4][CH:3]=1. The solvent is CN (methylamine). Product: ClC1=CC=C(C=2C=COC21)CCCNC(C)=O (N-[3-(7-Chloro-benzofuran-4-yl)-propyl]-acetamide). The yield is 62.1%. Reactants: ClC1=CC=C(C=2C=COC21)CCCN2C(C1=CC=CC=C1C2=O)=O (2-[3-(7-chloro-benzofuran-4-yl)-propyl]-isoindole-1,3-dione). Run at temperature 0 celsius, time 18 hour. Procedure: A solution of 2-[3-(7-chloro-benzofuran-4-yl)-propyl]-isoindole-1,3-dione (0.5 g) in ethanolic methylamine (10 ml) was stirred at room temperature for 4 h. The solvent was evaporated and the residue suspended in dry THF (15 ml) and cooled to 0° C. Pyridine (0.27 ml) and acetic anhydride (0.2 ml) were added and the mixture allowed to warm to room temperature and stirred for 18 h. The solvent was evaporated and the residue purified by column chromatography, eluting with dichloromethane/methanol 10... The reactants are C1(=CC=CC=C1)C1=CC=C(C=C1)CCCC(=O)O (4- (4'-Biphenylyl) butanoic acid), 80g, C(CC)(=O)O (propanoic acid), polyphosphoric acid. Product: C1(=CC=CC=C1)C1=CC=C2CCCC(C2=C1)=O (7-Phenyl-1-tetralone). Yield: 30.0%. As a reaction SMILES: [C:1]1([C:7]2[CH:12]=[CH:11][C:10]([CH2:13][CH2:14][CH2:15][C:16]([OH:18])=O)=[CH:9][CH:8]=2)[CH:6]=[CH:5][CH:4]=[CH:3][CH:2]=1.C(O)(=O)CC>>[C:1]1([C:7]2[CH:8]=[C:9]3[C:10]([CH2:13][CH2:14][CH2:15][C:16]3=[O:18])=[CH:11][CH:12]=2)[CH:2]=[CH:3][CH:4]=[CH:5][CH:6]=1. Procedure: 4- (4'-Biphenylyl) butanoic acid (80g, 0.333 mole m.p. 116° C prepared by the Clemmensen reduction of 3-(4'-biphenylycarbonyl) propanoic acid) was cyclised with 85% polyphosphoric acid as described in example 8(a) to give 20.98g (30%) of the tetralone m.p. 67° C after recrystallisation from 40-60 petrol. (Found; C, 86.30; H, 6.53; C16H14O requires; C, 86.45; H, 6.35%). Starting materials: C(CN)N (ethylenediamine), CC(C#CC#CCBr)(C)C (6,6-dimethyl-2,4-heptadiynyl bromide). Solvent: C(C)O (ethanol). Run at time 8 hour. The product is CC(C#CC#CCNCCN)(C)C (N-(6,6-dimethyl-2,4-heptadiynyl)ethylenediamine). Isolated yield 62.6%. As a reaction SMILES: [CH2:1]([NH2:4])[CH2:2][NH2:3].[CH3:5][C:6]([CH3:14])([CH3:13])[C:7]#[C:8][C:9]#[C:10][CH2:11]Br>C(O)C>[CH3:5][C:6]([CH3:14])([CH3:13])[C:7]#[C:8][C:9]#[C:10][CH2:11][NH:3][CH2:2][CH2:1][NH2:4]. Procedure: In 20 ml of ethanol was dissolved 1.5 g of ethylenediamine. Then 1.24 g of 6,6-dimethyl-2,4-heptadiynyl bromide was added to the solution followed by stirring at room temperature overnight. The solvent was distilled off under reduced pressure and the residue was extracted with ethyl ether and saturated sodium bicarbonate aqueous solution. After the organic layer was taken by fractionation, the aqueous layer was further extracted with ethyl ether. The procedure was repeated 5 times and the ethere...